From a dataset of the Open Reaction Database (ORD), a public repository of structured organic reaction records. describe an organic reaction: reactants, conditions, products, and yield The reactants are [H-].[Al+3].[Li+].[H-].[H-].[H-] (lithium aluminium hydride), C(=O)C1C(C2CCC1CC2)C2=CC=CC=C2 (3-formyl-2-phenylbicyclo[2,2,2]octane), O (water), ( e ), [OH-].[Na+] (sodium hydroxide). The solvent is CCOCC (ether), CCOCC (ether). Run at time 1 hour. Product: OCC1=C(C2CCC1CC2)C2=CC=CC=C2 (3-Hydroxymethyl-2-phenylbicyclo[2,2,2]oct-2-ene). As a reaction SMILES: [H-].[Al+3].[Li+].[H-].[H-].[H-].[CH:7]([CH:9]1[CH:14]2[CH2:15][CH2:16][CH:11]([CH2:12][CH2:13]2)[CH:10]1[C:17]1[CH:22]=[CH:21][CH:20]=[CH:19][CH:18]=1)=[O:8].[OH-].[Na+].O>CCOCC>[OH:8][CH2:7][C:9]1[CH:14]2[CH2:15][CH2:16][CH:11]([CH2:12][CH2:13]2)[C:10]=1[C:17]1[CH:22]=[CH:21][CH:20]=[CH:19][CH:18]=1 |f:0.1.2.3.4.5,7.8|. Procedure details: To lithium aluminium hydride (1 g; 0.03 m) in ether (50 ml) was added 3-formyl-2-phenylbicyclo[2,2,2]octane (4.2 g; 0.02 m) in ether (40 ml) dropwise at 0° C. After 1 hour, 5N sodium hydroxide (1 ml) followed by water (5 ml) was added cautiously. After filtering, the filtrate was evaporated to give an oil which was used directly in (e) below. Reactants: Cl.CO (Hydrochloric acid methanol), CC(COC=1C=CC=2N(N1)C=CN2)(CS(N)(=O)=O)C (6-[(2,2-dimethyl-3-sulfamoylpropyl)oxy]imidazo[1,2-b]pyridazine). The solvent is CO (methanol). Product: Cl.CC(COC=1C=CC=2N(N1)C=CN2)(CS(N)(=O)=O)C (6-[(2,2-dimethyl-3-sulfamoylpropyl)oxy]imidazo[1,2-b]pyridazine hydrochloride). As a reaction SMILES: [ClH:1].CO.[CH3:4][C:5]([CH3:22])([CH2:17][S:18](=[O:21])(=[O:20])[NH2:19])[CH2:6][O:7][C:8]1[CH:9]=[CH:10][C:11]2[N:12]([CH:14]=[CH:15][N:16]=2)[N:13]=1>CO>[ClH:1].[CH3:4][C:5]([CH3:22])([CH2:17][S:18](=[O:21])(=[O:20])[NH2:19])[CH2:6][O:7][C:8]1[CH:9]=[CH:10][C:11]2[N:12]([CH:14]=[CH:15][N:16]=2)[N:13]=1 |f:0.1,4.5|. Procedure details: 30% Hydrochloric acid-methanol solution (5 ml) was added to a solution of 1.71 g of 6-[(2,2-dimethyl-3-sulfamoylpropyl)oxy]imidazo[1,2-b]pyridazine in 100 ml of methanol. The mixture was concentrated under reduced pressure to dryness. The residue was recrystallized from ethanol to obtain 1.7 g of the title compound. The reactants are C(C=C)C1=C(C=CC=C1)O (2-allylphenol), C(Cl)C1CO1 (epichlorohydrin), 12342n. The product is O1CC1COC1=C(C=CC=C1)CC=C (1,2-Epoxy-3-(2-Allylphenoxy)-Propane). As a reaction SMILES: [CH2:1]([C:4]1[CH:9]=[CH:8][CH:7]=[CH:6][C:5]=1[OH:10])[CH:2]=[CH2:3].[CH2:11]([CH:13]1[O:15][CH2:14]1)Cl>>[O:15]1[CH:13]([CH2:11][O:10][C:5]2[CH:6]=[CH:7][CH:8]=[CH:9][C:4]=2[CH2:1][CH:2]=[CH2:3])[CH2:14]1. Reported procedure: The title compound was synthesized from 2-allylphenol and epichlorohydrin by the method of Brandstrom et al. (Chem. Abs. 72, 12342n). Starting materials: N1=CC=CC2=CC(=CC=C12)CC1=NN=C2N1N=C(C=C2)C(C)=O (1-(3-(Quinolin-6-ylmethyl)-[1,2,4]triazolo[4,3-b]pyridazin-6-yl)ethanone), ClC=1C=CC=2N(N1)C(=NN2)C(C=2C=C1C=CC=NC1=CC2)(F)F (6-((6-chloro-[1,2,4]triazolo[4,3-b]pyridazin-3-yl)difluoromethyl)quinoline), ClC=1C=CC=2N(N1)C(=NN2)C(C=2C=C1C=CC=NC1=CC2)(F)F (6-((6-chloro-[1,2,4]triazolo[4,3-b]pyridazin-3-yl)difluoromethyl)quinoline), C(CCC)[Sn](C(=C)OCC)(CCCC)CCCC (tributyl(1-ethoxyvinyl)stannane). The solvent is O1CCOCC1 (1,4-dioxane). The yield is 35.2%. Reagents/catalysts: Cl[Pd]([P](C1=CC=CC=C1)(C2=CC=CC=C2)C3=CC=CC=C3)([P](C4=CC=CC=C4)(C5=CC=CC=C5)C6=CC=CC=C6)Cl (PdCl2(PPh3)2). Product: FC(C1=NN=C2N1N=C(C=C2)C(C)=O)(C=2C=C1C=CC=NC1=CC2)F (1-(3-(Difluoro(quinolin-6-yl)methyl)-[1,2,4]triazolo[4,3-b]pyridazin-6-yl)ethanone). Procedure: The title compound as a light yellow oil (180 mg, 30%, 80% purity) was synthesized from 6-((6-chloro-[1,2,4]triazolo[4,3-b]pyridazin-3-yl)difluoromethyl)quinoline (intermediate R) (500 mg, 1.507 mmol), tributyl(1-ethoxyvinyl)stannane (2.55 mL, 7.54 mmol) and PdCl2(PPh3)2 (106 mg, 0.151 mmol) in 1,4-dioxane using the similar procedure as described in the synthesis of compound 41.2. 1H-NMR (400 MHz, MeOH-d4) δ ppm 9.17 (s, 1H), 8.91 (d, 1H), 8.65 (s, 1H), 8.43 (d, 1H), 8.28 (q, 2H), 7.96 (d, 1H), ... Reaction SMILES: Cl[C:2]1[CH:3]=[CH:4][C:5]2[N:6]([C:8]([C:11]([F:23])([F:22])[C:12]3[CH:13]=[C:14]4[C:19](=[CH:20][CH:21]=3)[N:18]=[CH:17][CH:16]=[CH:15]4)=[N:9][N:10]=2)[N:7]=1.C([Sn](CCCC)(CCCC)[C:29]([O:31]CC)=[CH2:30])CCC.N1C2C(=CC(CC3N4N=C(C(=O)C)C=CC4=NN=3)=CC=2)C=CC=1>O1CCOCC1.Cl[Pd](Cl)([P](C1C=CC=CC=1)(C1C=CC=CC=1)C1C=CC=CC=1)[P](C1C=CC=CC=1)(C1C=CC=CC=1)C1C=CC=CC=1>[F:22][C:11]([F:23])([C:12]1[CH:13]=[C:14]2[C:19](=[CH:20][CH:21]=1)[N:18]=[CH:17][CH:16]=[CH:15]2)[C:8]1[N:6]2[N:7]=[C:2]([C:29](=[O:31])[CH3:30])[CH:3]=[CH:4][C:5]2=[N:10][N:9]=1 |^1:73,92|.